This data is from the Open Reaction Database (ORD), a public repository of structured organic reaction records. The task is: describe an organic reaction: reactants, conditions, products, and yield Reactants: C(C)(C)(C)OC(NCC1=NC=CC=C1N1N=CN=C1)=O ((3-[1,2,4]Triazol-1-yl-pyridin-2-ylmethyl)-carbamic acid tert-butyl ester), C(Cl)Cl (CH2Cl2). Solvent: CO (MeOH). Reaction conditions: time 18 hour. Yields the product Cl.Cl.N1(N=CN=C1)C=1C(=NC=CC1)CN (C-(3-[1,2,4]Triazol-1-yl-pyridin-2-yl)-methylamine di hydrochloride). RXN SMILES: C(OC(=O)[NH:7][CH2:8][C:9]1[C:14]([N:15]2[CH:19]=[N:18][CH:17]=[N:16]2)=[CH:13][CH:12]=[CH:11][N:10]=1)(C)(C)C.C(Cl)[Cl:22]>CO>[ClH:22].[ClH:22].[N:15]1([C:14]2[C:9]([CH2:8][NH2:7])=[N:10][CH:11]=[CH:12][CH:13]=2)[CH:19]=[N:18][CH:17]=[N:16]1 |f:3.4.5|. Reported procedure: Through a solution of (3-[1,2,4]Triazol-1-yl-pyridin-2-ylmethyl)-carbamic acid tert-butyl ester (4.08 g) in CH2Cl2 (100 ml) and MeOH (20 ml) cooled to 0° C. is bubbled HCl (g) for 10 min. The flask is sealed and the reaction mixture is stirred at room temperature for 18 h. Nitrogen is bubbled through the reaction mixture for 5 min and the reaction mixture is concentrated to give C-(3-[1,2,4]Triazol-1-yl-pyridin-2-yl)-methylamine di hydrochloride as a white solid. 1H NMR (CD3OD, 400 MHz) δ9.67 (s... The reactants are C1(=CC=CC=C1)COCC(=O)OC (methyl phenylmethoxyacetate), ice, CC(CCCC)=O (2-Hexanone), [NH2-].[Na+] (sodium amide). Run in CCOCC (ether), CCOCC (ether). Reaction conditions: time 13 minute. The product is C1(=CC=CC=C1)COCC(CC(CCCC)=O)=O (Phenylmethoxy-2,4-octandione). Yield: 108.2%. Reaction SMILES: [CH3:1][C:2](=[O:7])[CH2:3][CH2:4][CH2:5][CH3:6].[NH2-].[Na+].[C:10]1([CH2:16][O:17][CH2:18][C:19](OC)=[O:20])[CH:15]=[CH:14][CH:13]=[CH:12][CH:11]=1>CCOCC>[C:10]1([CH2:16][O:17][CH2:18][C:19](=[O:20])[CH2:1][C:2](=[O:7])[CH2:3][CH2:4][CH2:5][CH3:6])[CH:15]=[CH:14][CH:13]=[CH:12][CH:11]=1 |f:1.2|. Reported procedure: 2-Hexanone (26.7 g) was added dropwise over 5 min at room temperature to a stirred suspension of sodium amide (10.4 g) in dry ether (290 ml) under nitrogen. The reaction mixture was stirred for 13 min. and a solution of methyl phenylmethoxyacetate (24.0 g) in dry ether (40 ml) was added dropwise over 12 min. The mixture was then heated at reflux for 3 h, cooled, and then poured into ice (400 g) and 2N HC1 (200 ml). The aqueous phase was extracted with ether (2×350 ml) and the combined etheral so... Reactants: BrC1=CC=C(C=N1)C(C)=O (1-(6-Bromopyridin-3-yl)ethanone), C(CCP(C1=CC=CC=C1)C1=CC=CC=C1)P(C1=CC=CC=C1)C1=CC=CC=C1 (propane-1,3-diylbis(diphenyl phosphine)), CN(C)C=O (DMF), CO (methanol). The solvent is C(C)N(CC)CC (triethylamine), C(C)OCC.C(C)(=O)OCC (diethyl ether ethyl acetate). Run at temperature 70 celsius, time 2 day. The product is C(C)(=O)C=1C=CC(=NC1)C(=O)OC (methyl 5-acetylpyridine-2-carboxylate). RXN SMILES: Br[C:2]1[N:7]=[CH:6][C:5]([C:8](=[O:10])[CH3:9])=[CH:4][CH:3]=1.C(P(C1C=CC=CC=1)C1C=CC=CC=1)CCP(C1C=CC=CC=1)C1C=CC=CC=1.CN([CH:43]=[O:44])C.[CH3:45][OH:46]>C(OCC)C.C(OCC)(=O)C.C(N(CC)CC)C>[C:8]([C:5]1[CH:4]=[CH:3][C:2]([C:45]([O:44][CH3:43])=[O:46])=[N:7][CH:6]=1)(=[O:10])[CH3:9] |f:4.5|. Procedure details: 1-(6-Bromopyridin-3-yl)ethanone (5.00 g), propane-1,3-diylbis(diphenyl phosphine) (1.546 g), DMF (55 mL), methanol (30 mL), and triethylamine (10.5 mL) were mixed, and the inside of the reaction vessel was degassed and replaced with argon. Palladium acetate (II) (842 mg) was added thereto, and then the inside of the reaction vessel was replaced with carbon monoxide and stirred at 70° C. for 2 days. After leaving to be cooled to room temperature, the reaction mixture was diluted with a mixed liqu... Starting materials: CC(C)NC(=O)C1OC1C1=CC=CC=C1 (N-(1-methylethyl)-3-phenyl-2-oxiranecarboxamide), ClC1=CC=C(C=C1)O (p-chlorophenol), [H-].[Na+] (sodium hydride), C1COCCOCCOCCOCCOCCO1 (18-crown-6), product. Run in C(C)#N (acetonitrile). The product is OC(C(=O)NC(C)C)C(C1=CC=CC=C1)OC1=CC=C(C=C1)Cl (α-Hydroxy-β-(4-Chlorophenoxy)-N-(1-Methylethyl)Benzenepropanamide). As a reaction SMILES: [CH3:1][CH:2]([NH:4][C:5]([CH:7]1[CH:9]([C:10]2[CH:15]=[CH:14][CH:13]=[CH:12][CH:11]=2)[O:8]1)=[O:6])[CH3:3].[Cl:16][C:17]1[CH:22]=[CH:21][C:20]([OH:23])=[CH:19][CH:18]=1.[H-].[Na+].C1OCCOCCOCCOCCOCCOC1>C(#N)C>[OH:8][CH:7]([CH:9]([O:23][C:20]1[CH:21]=[CH:22][C:17]([Cl:16])=[CH:18][CH:19]=1)[C:10]1[CH:11]=[CH:12][CH:13]=[CH:14][CH:15]=1)[C:5]([NH:4][CH:2]([CH3:1])[CH3:3])=[O:6] |f:2.3|. Reported procedure: This compound was prepared from N-(1-methylethyl)-3-phenyl-2-oxiranecarboxamide (6.16 g.) p-chlorophenol (3.9 g.), sodium hydride (50% oil dispersion, 1.5 g.) 18-crown-6 (0.9 g.), and acetonitrile (250 ml.) as described in Example 12. The product melted at 148°-150°, and amounted to 2.7 g. Starting materials: ClC1=CC(=CC=C1)I (1-chloro-3-iodobenzene), C(C)OC(C#C)OCC (propargylaldehyde diethyl acetal), bis(trifenilphosphine)palladium(II)dichloride, cuprous iodide. The solvent is C(C)N(CC)CC (triethylamine). Reaction conditions: time 3 hour. Yields the product ClC1=CC(=CC=C1)C#CC(OCC)OCC (1-Chloro-3-(3,3-diethoxyprop-1-ynyl)benzene). The yield is 99.7%. As a reaction SMILES: [Cl:1][C:2]1[CH:7]=[CH:6][CH:5]=[C:4](I)[CH:3]=1.[CH2:9]([O:11][CH:12]([O:15][CH2:16][CH3:17])[C:13]#[CH:14])[CH3:10]>C(N(CC)CC)C>[Cl:1][C:2]1[CH:7]=[CH:6][CH:5]=[C:4]([C:14]#[C:13][CH:12]([O:15][CH2:16][CH3:17])[O:11][CH2:9][CH3:10])[CH:3]=1. Procedure: A mixture of 1-chloro-3-iodobenzene (4 g, 16.8 mmol), propargylaldehyde diethyl acetal (2.66 mL, 18.5 mmol), bis(trifenilphosphine)palladium(II)dichloride (295 mg, 0.42 mmol), cuprous iodide (160 mg, 0.84 mmol) and triethylamine (60 mL) was stirred at r.t. for 3 h. After 4 h, the reaction mixture was quenched with H2O, extracted with EtOAc, which was washed with brine, dried over Na2SO4, and evaporated to dryness in vacuo. The residue was purified by automated flash chromatography (Horizon®TM-Bi... Starting materials: C[C@H]1/C=C/C=C/C=C/C=C/C=C/C=C/C=C/[C@@H](C[C@H]2[C@@H]([C@H](C[C@](O2)(C[C@H](C[C@H]([C@@H](CC[C@H](C[C@H](CC(=O)O[C@H]([C@@H]([C@@H]1O)C)C)O)O)O)O)O)O)O)C(=O)OC)O[C@H]3[C@H]([C@H]([C@@H]([C@H](O3)C)O)N)O (Amphotericin B methyl ester), N1[C@@H](CCC1=O)C(=O)O (pyroglutamic acid). The solvent is O (water), O (water). Run at time 7.5 minute. Product: C[C@H]1/C=C/C=C/C=C/C=C/C=C/C=C/C=C/[C@@H](C[C@H]2[C@@H]([C@H](C[C@](O2)(C[C@H](C[C@H]([C@@H](CC[C@H](C[C@H](CC(=O)O[C@H]([C@@H]([C@@H]1O)C)C)O)O)O)O)O)O)O)C(=O)OC)O[C@H]3[C@H]([C@H]([C@@H]([C@H](O3)C)O)N)O.N1[C@@H](CCC1=O)C(=O)[O-] (Amphotericin B Methyl Ester Pyroglutamate). RXN SMILES: [CH3:1][C@@H:2]1[C@@H:41]([OH:42])[C@@H:40]([CH3:43])[C@H:39]([CH3:44])[O:38][C:36](=[O:37])[CH2:35][C@H:34]([OH:45])[CH2:33][C@H:32]([OH:46])[CH2:31][CH2:30][C@@H:29]([OH:47])[C@H:28]([OH:48])[CH2:27][C@H:26]([OH:49])[CH2:25][C@@:23]2([OH:50])[O:24][C@H:19]([C@H:20]([C:52]([O:54][CH3:55])=[O:53])[C@@H:21]([OH:51])[CH2:22]2)[CH2:18][C@@H:17]([O:56][C@@H:57]2[O:62][C@H:61]([CH3:63])[C@@H:60]([OH:64])[C@H:59]([NH2:65])[C@@H:58]2[OH:66])[CH:16]=[CH:15][CH:14]=[CH:13][CH:12]=[CH:11][CH:10]=[CH:9][CH:8]=[CH:7][CH:6]=[CH:5][CH:4]=[CH:3]1.[NH:67]1[C:71](=[O:72])[CH2:70][CH2:69][C@H:68]1[C:73]([OH:75])=[O:74]>O>[CH3:1][C@@H:2]1[C@@H:41]([OH:42])[C@@H:40]([CH3:43])[C@H:39]([CH3:44])[O:38][C:36](=[O:37])[CH2:35][C@H:34]([OH:45])[CH2:33][C@H:32]([OH:46])[CH2:31][CH2:30][C@@H:29]([OH:47])[C@H:28]([OH:48])[CH2:27][C@H:26]([OH:49])[CH2:25][C@@:23]2([OH:50])[O:24][C@H:19]([C@H:20]([C:52]([O:54][CH3:55])=[O:53])[C@@H:21]([OH:51])[CH2:22]2)[CH2:18][C@@H:17]([O:56][C@@H:57]2[O:62][C@H:61]([CH3:63])[C@@H:60]([OH:64])[C@H:59]([NH2:65])[C@@H:58]2[OH:66])[CH:16]=[CH:15][CH:14]=[CH:13][CH:12]=[CH:11][CH:10]=[CH:9][CH:8]=[CH:7][CH:6]=[CH:5][CH:4]=[CH:3]1.[NH:67]1[C:71](=[O:72])[CH2:70][CH2:69][C@H:68]1[C:73]([O-:75])=[O:74] |f:3.4|. Reported procedure: Amphotericin B methyl ester (9.36 g, 0.01 Mol) is added in portions to a solution of pyroglutamic acid (1.30 g, 0.01 Mol) in 500 ml of water and stirred until dissolution (5-10 minutes). The clear solution is thereafter lyopholized. The resulting product is found to be very soluble in water (more than 10% soluble at RT). Starting materials: FC1=CC=C(C=C1)N1N=CC2=CC(=CC=C12)C(C(C(=O)F)CCC)C1=CC=CC=C1 (3-(1-(4-fluorophenyl)-1H-indazol-5-yl)-2-propyl-3-phenylpropanoyl fluoride), N (NH3), FC1=CC=C(C=C1)N1N=CC2=CC(=CC=C12)C(C(C(=O)O)CCC)C1=CC=CC=C1 (2-((1-(4-fluorophenyl)-1H-indazol-5-yl)(phenyl)methyl)pentanoic acid), acid fluoride, FC1=CC=C(C=C1)N1N=CC2=CC(=CC=C12)C(C(CN)(C)C)C1=CC=CC=C1 (3-(1-(4-fluorophenyl)-1H-indazol-5-yl)-2,2-dimethyl-3-phenylpropan-1-amine). Run in C1CCOC1 (THF), O (Water). Reaction conditions: temperature -78 celsius, time 1 hour. Yields the product FC1=CC=C(C=C1)N1N=CC2=CC(=CC=C12)C(C(C(=O)N)CCC)C1=CC=CC=C1 (3-(1-(4-fluorophenyl)-1H-indazol-5-yl)-2-propyl-3-phenylpropanamide). As a reaction SMILES: FC1C=CC(N2[C:16]3[C:11](=[CH:12][C:13]([CH:17]([C:25]4[CH:30]=[CH:29][CH:28]=[CH:27][CH:26]=4)[CH:18]([CH2:22][CH2:23][CH3:24])[C:19]([OH:21])=O)=[CH:14][CH:15]=3)C=N2)=CC=1.[F:31][C:32]1[CH:37]=[CH:36][C:35]([N:38]2C3C(=CC(C(C4C=CC=CC=4)C(C)(C)CN)=CC=3)[CH:40]=[N:39]2)=[CH:34][CH:33]=1.FC1C=CC([N:66]2C3C(=CC(C(C4C=CC=CC=4)C(CCC)C(F)=O)=CC=3)C=N2)=CC=1.N>C1COCC1.O>[F:31][C:32]1[CH:33]=[CH:34][C:35]([N:38]2[C:16]3[C:11](=[CH:12][C:13]([CH:17]([C:25]4[CH:30]=[CH:29][CH:28]=[CH:27][CH:26]=4)[CH:18]([CH2:22][CH2:23][CH3:24])[C:19]([NH2:66])=[O:21])=[CH:14][CH:15]=3)[CH:40]=[N:39]2)=[CH:36][CH:37]=1. Reported procedure: (c)(d) 2-((1-(4-fluorophenyl)-1H-indazol-5-yl)(phenyl)methyl)pentanoic acid (50, mg, 0.124 mmol) was converted into the acid fluoride using the identical procedure to that for Synthetic Intermediate I above. A solution of 3-(1-(4-fluorophenyl)-1H-indazol-5-yl)-2-propyl-3-phenylpropanoyl fluoride (0.32 mmol) in anhydrous THF (5 mL) at −78° C. was bubbled NH3 (g) for 10 minutes. The reaction mixture was sealed and stirred at −78° C. for 15 min and at rt for 1 hr. Water (100 mL) was added, the reac... Starting materials: aldehyde, OC1=CC=2C=3C4=C(C(=CC3NC2C=C1)I)C(NC4=O)=O (9-hydroxy-4-iodopyrrolo[3,4-c]carbazole-1,3(2H,6H)-dione), [Br-].ClC1=C(C[P+](C2=CC=CC=C2)(C2=CC=CC=C2)C2=CC=CC=C2)C=CC=C1[N+](=O)[O-] ((2-Chloro-3-nitrobenzyl)(triphenyl)phosphonium bromide), [Li+].CC(C)[N-]C(C)C (LDA), [Li+].CC(C)[N-]C(C)C (LDA), aldehyde. Reaction conditions: time 5 hour. Product: ClC1=C(C=CC=C1[N+](=O)[O-])/C=C/C=1NC2=CC=C(C=C2C1)OC (2-[(E)-2-(2-Chloro-3-nitrophenyl)ethenyl]-5-methoxy-1H-indole). RXN SMILES: [OH:1][C:2]1[CH:14]=[CH:13][C:12]2[NH:11][C:10]3[CH:9]=C(I)C4C(=O)NC(=O)C=4[C:5]=3[C:4]=2[CH:3]=1.[Br-].[Cl:22][C:23]1[C:48]([N+:49]([O-:51])=[O:50])=[CH:47][CH:46]=[CH:45][C:24]=1[CH2:25][P+](C1C=CC=CC=1)(C1C=CC=CC=1)C1C=CC=CC=1.[Li+].[CH3:53]C([N-]C(C)C)C>>[Cl:22][C:23]1[C:48]([N+:49]([O-:51])=[O:50])=[CH:47][CH:46]=[CH:45][C:24]=1/[CH:25]=[CH:9]/[C:10]1[NH:11][C:12]2[C:4]([CH:5]=1)=[CH:3][C:2]([O:1][CH3:53])=[CH:14][CH:13]=2 |f:1.2,3.4|. Reported procedure: The 5-methoxy-1H-indole-2-carbaldehyde (1) was reacted with (2-chloro-3-nitrobenzyl)(triphenyl)phosphonium bromide (554) preared as described in example 143 using the procedure described in example 37, except that the LDA and aldehyde were (sequentially) added at 0° C., the ratio of LDA:aldehyde was 1.5:1 and the reaction time was 5 h, to give (after crystallisation from CH2Cl2/pentane) the diene (555) as an orange crystalline solid (the pure E isomer) (50%), mp 131–133° C. 1H NMR (CDCl3) δ 8.24... The reactants are [H][H], C1CCOC1, CCOC(=O)N1CCC(CCC=O)CC1. Yields the product CCOC(=O)N1CCC(CCCO)CC1. RXN SMILES: [H:16][H:17].[O:18]1[CH2:19][CH2:20][CH2:21][CH2:22]1.[O:1]=[CH:2][CH2:3][CH2:4][CH:5]1[CH2:6][CH2:7][N:8]([C:11](=[O:12])[O:13][CH2:14][CH3:15])[CH2:9][CH2:10]1>>[OH:1][CH2:2][CH2:3][CH2:4][CH:5]1[CH2:6][CH2:7][N:8]([C:11](=[O:12])[O:13][CH2:14][CH3:15])[CH2:9][CH2:10]1. The reactants are FC1=C2C3=C(N4C2=C(C=C1)CCN(CC4)C)CCC3 (8-fluoro-3-methyl-2,3,4,5,10,11-hexahydro-1H,9H-cyclopenta[b][1,4]diazocino[7,8,1-hi]indole), C(#N)[BH3-].[Na+] (sodium cyanoborohydride). The solvent is C(C)(=O)O (acetic acid). Conditions: time 8 hour. Yields the product FC1=C2C3C(N4C2=C(C=C1)CCN(CC4)C)CCC3 (8-Fluoro-3-methyl-2,3,4,5,9,10,11,11a-octahydro-1H,8bH-cyclopenta[b][1,4]diazocino[7,8,1-hi]indole). The yield is 47.5%. RXN SMILES: [F:1][C:2]1[CH:10]=[CH:9][C:8]2[CH2:11][CH2:12][N:13]([CH3:16])[CH2:14][CH2:15][N:6]3[C:7]=2[C:3]=1[C:4]1[CH2:19][CH2:18][CH2:17][C:5]=13.C([BH3-])#N.[Na+]>C(O)(=O)C>[F:1][C:2]1[CH:10]=[CH:9][C:8]2[CH2:11][CH2:12][N:13]([CH3:16])[CH2:14][CH2:15][N:6]3[C:7]=2[C:3]=1[CH:4]1[CH2:19][CH2:18][CH2:17][CH:5]13 |f:1.2|. Procedure details: To a solution of 8-fluoro-3-methyl-2,3,4,5,10,11-hexahydro-1H,9H-cyclopenta[b][1,4]diazocino[7,8,1-hi]indole (0.23 g, 0.89 mmole) in acetic acid (50 mL) was added sodium cyanoborohydride (95 wt. %, 0.20 g, 3.02 mmole) and the reaction mixture was stirred at room temperature overnight. The solvent was removed in vacuo and the residue was diluted with methylene chloride (200 mL) and washed with aqueous sodium hydroxide (1N, 150 mL), saturated sodium chloride (150 mL), dried (sodium sulfate) and co...